From a dataset of the Open Reaction Database (ORD), a public repository of structured organic reaction records. describe an organic reaction: reactants, conditions, products, and yield Starting materials: COC(=O)c1ccc2oc(C)c(Cc3ccc(-c4ccccc4)cc3)c2c1, CO, [Na+], C1CCOC1, [OH-]. The product is Cc1oc2ccc(C(=O)O)cc2c1Cc1ccc(-c2ccccc2)cc1. RXN SMILES: [CH3:1][O:2][C:3](=[O:4])[c:5]1[cH:6][c:7]2[c:8]([o:9][c:10]([CH3:25])[c:11]2[CH2:12][c:13]2[cH:14][cH:15][c:16](-[c:19]3[cH:20][cH:21][cH:22][cH:23][cH:24]3)[cH:17][cH:18]2)[cH:26][cH:27]1.[CH3:30][OH:31].[Na+:29].[O:32]1[CH2:33][CH2:34][CH2:35][CH2:36]1.[OH-:28]>>[O:2]=[C:3]([OH:4])[c:5]1[cH:6][c:7]2[c:8]([o:9][c:10]([CH3:25])[c:11]2[CH2:12][c:13]2[cH:14][cH:15][c:16](-[c:19]3[cH:20][cH:21][cH:22][cH:23][cH:24]3)[cH:17][cH:18]2)[cH:26][cH:27]1. As a reaction SMILES: [CH3:18][C:19]([CH2:20][CH3:21])([OH:22])[CH3:23].[CH3:1][S:2](=[O:3])(=[O:4])[O:5][c:6]1[cH:7][cH:8][c:9]2[c:10]([cH:17]1)[C:11]([CH3:15])([CH3:16])[CH:12]([Cl:14])[O:13]2>>[CH3:1][S:2](=[O:3])(=[O:4])[O:5][c:6]1[cH:7][cH:8][c:9]2[c:10]([cH:17]1)[C:11]([CH3:15])([CH3:16])[CH:12]([O:22][C:19]([CH3:18])([CH2:20][CH3:21])[CH3:23])[O:13]2. Starting materials: CCC(C)(C)O, CC1(C)c2cc(OS(C)(=O)=O)ccc2OC1Cl. Yields the product CCC(C)(C)OC1Oc2ccc(OS(C)(=O)=O)cc2C1(C)C. The reactants are ClC1=CC2=C(C(N(CC(O2)CCCl)C)=S)C=C1 (8-chloro-2-(2-chloroethyl)-2,3-dihydro-4-methyl-1,4-benzoxazepine-5 (4H)-thione), aqueous solution, CNC (dimethylamine), steel. Run in C(C)O (ethanol), Cl (hydrochloric acid). Product: Cl.ClC1=CC2=C(C(N(CC(O2)CCN(C)C)C)=S)C=C1 (8-Chloro-2-[2-(dimethylamino)ethyl]-2,3-dihydro-4-methyl-1,4-benzoxazepine-5(4H)-thione hydrochloride). RXN SMILES: [Cl:1][C:2]1[CH:17]=[CH:16][C:5]2[C:6](=[S:15])[N:7]([CH3:14])[CH2:8][CH:9]([CH2:11][CH2:12]Cl)[O:10][C:4]=2[CH:3]=1.[CH3:18][NH:19][CH3:20]>C(O)C.Cl>[ClH:1].[Cl:1][C:2]1[CH:17]=[CH:16][C:5]2[C:6](=[S:15])[N:7]([CH3:14])[CH2:8][CH:9]([CH2:11][CH2:12][N:19]([CH3:20])[CH3:18])[O:10][C:4]=2[CH:3]=1 |f:4.5|. Procedure details: A solution of 9.8 g (0.04 mole) of 8-chloro-2-(2-chloroethyl)-2,3-dihydro-4-methyl-1,4-benzoxazepine-5 (4H)-thione in 50 ml of absolute ethanol and 10 ml of a 40% aqueous solution of dimethylamine were mixed and heated in a steel bomb at 100° C. for 16 hr. The ethanol was evaporated under reduced pressure and the residue dissolved in chloroform and partitioned with 10% sodium hydroxide solution. The chloroform layer was evaporated under reduced pressure to give an amorphous solid. The solid was ... Procedure: Ethanol (100 ml) and concentrated hydrochloric acid (5 ml) were added to the 4-decyloxynitrobenzene 2 (28.3 g, 101 mmol) thus obtained to prepare a solution which was then cooled in an ice bath. A hydrochloric acid solution of tin(II) chloride dihydrate (101.3 g, 450 mmol/HCl 50 ml) was added thereto. The mixture was stirred at room temperature for about 2 hr and was then stirred with heating at 60° C. for about 30 min. After the completion of the reaction, the resultant precipitate was collecte... Isolated yield 92.9%. The solvent is C(C)O (Ethanol). Yields the product C(CCCCCCCCC)OC1=CC=C(N)C=C1 (4-decyloxyaniline). As a reaction SMILES: Cl.[CH2:2]([O:12][C:13]1[CH:18]=[CH:17][C:16]([N+:19]([O-])=O)=[CH:15][CH:14]=1)[CH2:3][CH2:4][CH2:5][CH2:6][CH2:7][CH2:8][CH2:9][CH2:10][CH3:11].O.O.[Sn](Cl)Cl>C(O)C>[CH2:2]([O:12][C:13]1[CH:18]=[CH:17][C:16]([NH2:19])=[CH:15][CH:14]=1)[CH2:3][CH2:4][CH2:5][CH2:6][CH2:7][CH2:8][CH2:9][CH2:10][CH3:11] |f:2.3.4|. The reactants are Cl (hydrochloric acid), C(CCCCCCCCC)OC1=CC=C(C=C1)[N+](=O)[O-] (4-decyloxynitrobenzene), Cl (hydrochloric acid), O.O.[Sn](Cl)Cl (tin(II) chloride dihydrate). Conditions: time 2 hour. Starting materials: O=C1CCC(=O)N1Br, Cc1cc2c(cc1Br)C(C)(C)CCC2(C)C, O=C(OOC(=O)c1ccccc1)c1ccccc1, ClC(Cl)(Cl)Cl. Yields the product CC1(C)CCC(C)(C)c2cc(CBr)c(Br)cc21. As a reaction SMILES: [Br:17][N:18]1[C:19](=[O:20])[CH2:21][CH2:22][C:23]1=[O:24].[Br:1][c:2]1[cH:3][c:4]2[c:9]([cH:10][c:11]1[CH3:12])[C:8]([CH3:13])([CH3:14])[CH2:7][CH2:6][C:5]2([CH3:15])[CH3:16].[C:25]([O:26][O:27][C:28](=[O:29])[c:30]1[cH:31][cH:32][cH:33][cH:34][cH:35]1)(=[O:36])[c:37]1[cH:38][cH:39][cH:40][cH:41][cH:42]1.[C:43]([Cl:44])([Cl:45])([Cl:46])[Cl:47]>>[Br:1][c:2]1[cH:3][c:4]2[c:9]([cH:10][c:11]1[CH2:12][Br:17])[C:8]([CH3:13])([CH3:14])[CH2:7][CH2:6][C:5]2([CH3:15])[CH3:16].